This data is from the Open Reaction Database (ORD), a public repository of structured organic reaction records. The task is: describe an organic reaction: reactants, conditions, products, and yield Starting materials: CN(C)C=O, O=C(CCl)Nc1ccc(C(F)(F)F)cc1, [Na+], [Na+], O=C([O-])[O-], O, c1ccc(N2CCNCC2)nc1. Yields the product O=C(CN1CCN(c2ccccn2)CC1)Nc1ccc(C(F)(F)F)cc1. RXN SMILES: [CH3:35][N:36]([CH3:37])[CH:38]=[O:39].[F:13][C:14]([c:15]1[cH:16][cH:17][c:18]([NH:21][C:22]([CH2:23][Cl:24])=[O:25])[cH:19][cH:20]1)([F:26])[F:27].[Na+:28].[Na+:29].[O-:30][C:31](=[O:32])[O-:33].[OH2:34].[n:1]1[c:2]([N:7]2[CH2:8][CH2:9][NH:10][CH2:11][CH2:12]2)[cH:3][cH:4][cH:5][cH:6]1>>[n:1]1[c:2]([N:7]2[CH2:8][CH2:9][N:10]([CH2:23][C:22]([NH:21][c:18]3[cH:17][cH:16][c:15]([C:14]([F:13])([F:26])[F:27])[cH:20][cH:19]3)=[O:25])[CH2:11][CH2:12]2)[cH:3][cH:4][cH:5][cH:6]1. The reactants are C(CCCCCCCCCCCCC)OC1=C(C=CC=C1)CO (2-(Tetradecyloxy)benzenemethanol), C(C)#N (acetonitrile), P(Br)(Br)Br (phosphorus tribromide). Solvent: N1=CC=CC=C1 (pyridine). Conditions: temperature 0 celsius, time 1 hour. Yields the product BrCC1=C(C=CC=C1)OCCCCCCCCCCCCCC (1-(Bromomethyl)-2-(tetradecyloxy)benzene). As a reaction SMILES: [CH2:1]([O:15][C:16]1[CH:21]=[CH:20][CH:19]=[CH:18][C:17]=1[CH2:22]O)[CH2:2][CH2:3][CH2:4][CH2:5][CH2:6][CH2:7][CH2:8][CH2:9][CH2:10][CH2:11][CH2:12][CH2:13][CH3:14].C(#N)C.P(Br)(Br)[Br:28]>N1C=CC=CC=1>[Br:28][CH2:22][C:17]1[CH:18]=[CH:19][CH:20]=[CH:21][C:16]=1[O:15][CH2:1][CH2:2][CH2:3][CH2:4][CH2:5][CH2:6][CH2:7][CH2:8][CH2:9][CH2:10][CH2:11][CH2:12][CH2:13][CH3:14]. Procedure details: The title compound is prepared by the procedure of Example 20 using 2.5 g of product from Example 21, 10 ml acetonitrile, 2.11 g of phosphorus tribromide and 0.339 g of pyridine. The reaction is cooled for 10 minutes at 0° C., followed by stirring at room temperature for 1 hour. The product, 2.58 g, is obtained as cream crystals. Starting materials: NC[C@@H](C(=O)O)NC(=O)OC(C)(C)C ((S)-3-Amino-2-tert-butoxycarbonylamino-propionic acid), CCN(C(C)C)C(C)C (DIPEA), ClC1=CC=C(S1)C(=O)Cl (5-Chloro-thiophene-2-carbonyl chloride). Solvent: C(Cl)Cl (DCM), C(Cl)Cl (DCM). Conditions: time 2 hour. Yields the product C(C)(C)(C)OC(=O)N[C@H](C(=O)O)CNC(=O)C=1SC(=CC1)Cl ((S)-2-tert-Butoxycarbonylamino-3-[(5-chloro-thiophene-2-carbonyl)-amino]-propionic acid). RXN SMILES: [NH2:1][CH2:2][C@H:3]([NH:7][C:8]([O:10][C:11]([CH3:14])([CH3:13])[CH3:12])=[O:9])[C:4]([OH:6])=[O:5].CCN(C(C)C)C(C)C.[Cl:24][C:25]1[S:29][C:28]([C:30](Cl)=[O:31])=[CH:27][CH:26]=1>C(Cl)Cl>[C:11]([O:10][C:8]([NH:7][C@@H:3]([CH2:2][NH:1][C:30]([C:28]1[S:29][C:25]([Cl:24])=[CH:26][CH:27]=1)=[O:31])[C:4]([OH:6])=[O:5])=[O:9])([CH3:14])([CH3:13])[CH3:12]. Procedure details: Commercially available (S)-3-Amino-2-tert-butoxycarbonylamino-propionic acid (BOO-Dap-OH) (408 mg, 2 mmol) was suspended in 4 ml DCM and DIPEA (1.75 ml, 10 mmol). 5-Chloro-thiophene-2-carbonyl chloride (362 mg, 2 mmol) (described in WO 2005068456) in 4 ml DCM was added slowly and the mixture was stirred at RT for 2 h. The reaction was filtered and the solvent evaporated. The resulting solid (895 mg) was used without further purification in the next step. Reactants: C(C)(C)(C)OC(=O)N(C1=CC=C(C(=O)N2C=NC=C2)C=C1)CCCCCCCCCCCCCCCC(F)(F)F (1-{4-[N-tert-butyloxycarbonyl-15-(trifluoromethyl)pentadecylamino]benzoyl}imidazole), [OH-].[Na+] (sodium hydroxide), NCC(CO)O (3-amino-1,2-propanediol). The solvent is C(Cl)(Cl)Cl (chloroform). Run at temperature 40 celsius, time 24 hour. Yields the product OC(CNC(C1=CC=C(C=C1)NCCCCCCCCCCCCCCCC(F)(F)F)=O)CO (N-(2,3-Dihydroxypropyl)-4-[15-(trifluoromethyl)pentadecylamino]benzamide). As a reaction SMILES: C(OC([N:8]([CH2:22][CH2:23][CH2:24][CH2:25][CH2:26][CH2:27][CH2:28][CH2:29][CH2:30][CH2:31][CH2:32][CH2:33][CH2:34][CH2:35][CH2:36][C:37]([F:40])([F:39])[F:38])[C:9]1[CH:21]=[CH:20][C:12]([C:13](N2C=CN=C2)=[O:14])=[CH:11][CH:10]=1)=O)(C)(C)C.[OH-].[Na+].[NH2:43][CH2:44][CH:45]([OH:48])[CH2:46][OH:47]>C(Cl)(Cl)Cl>[OH:48][CH:45]([CH2:46][OH:47])[CH2:44][NH:43][C:13](=[O:14])[C:12]1[CH:20]=[CH:21][C:9]([NH:8][CH2:22][CH2:23][CH2:24][CH2:25][CH2:26][CH2:27][CH2:28][CH2:29][CH2:30][CH2:31][CH2:32][CH2:33][CH2:34][CH2:35][CH2:36][C:37]([F:40])([F:39])[F:38])=[CH:10][CH:11]=1 |f:1.2|. Procedure: To a mixture containing 4.3 g. of 1-{4-[N-tert-butyloxycarbonyl-15-(trifluoromethyl)pentadecylamino]benzoyl}imidazole, 50 ml. of chloroform, and 50 ml. of 5 N sodium hydroxide is added 1.1 g. of 3-amino-1,2-propanediol. The solution is vigorously stirred for 24 hours, the layers are separated, and the chloroform solution is washed once with 50 ml. of 1 N sodium hydroxide. The solvent is evaporated and the residue is heated for 30 minutes at 40° C. in 50 ml. of anhydrous trifluoroacetic acid. The... Reactants: ClCc1nc(Br)cs1, O=C([O-])[O-], CN(C)C=O, [K+], [K+], O, CCOC(=O)c1cn[nH]c1. Product: CCOC(=O)c1cnn(Cc2nc(Br)cs2)c1. RXN SMILES: [Br:1][c:2]1[n:3][c:4]([CH2:7][Cl:8])[s:5][cH:6]1.[C:19](=[O:20])([O-:21])[O-:22].[CH3:26][N:27]([CH3:28])[CH:29]=[O:30].[K+:23].[K+:24].[OH2:25].[nH:9]1[n:10][cH:11][c:12]([C:14](=[O:15])[O:16][CH2:17][CH3:18])[cH:13]1>>[Br:1][c:2]1[n:3][c:4]([CH2:7][n:9]2[n:10][cH:11][c:12]([C:14](=[O:15])[O:16][CH2:17][CH3:18])[cH:13]2)[s:5][cH:6]1.